Dataset: the Open Reaction Database (ORD), a public repository of structured organic reaction records. Task: describe an organic reaction: reactants, conditions, products, and yield Reactants: COc1ccc(N=C=O)cc1, COC(=O)C(Cc1cccc(CCO)c1)C(=O)OC. Yields the product COC(=O)C(Cc1cccc(CCOC(=O)Nc2ccc(OC)cc2)c1)C(=O)OC. RXN SMILES: [CH3:20][O:21][c:22]1[cH:23][cH:24][c:25]([N:28]=[C:29]=[O:30])[cH:26][cH:27]1.[OH:1][CH2:2][CH2:3][c:4]1[cH:5][c:6]([CH2:7][CH:8]([C:9](=[O:10])[O:11][CH3:12])[C:13](=[O:14])[O:15][CH3:16])[cH:17][cH:18][cH:19]1>>[O:1]([CH2:2][CH2:3][c:4]1[cH:5][c:6]([CH2:7][CH:8]([C:9](=[O:10])[O:11][CH3:12])[C:13](=[O:14])[O:15][CH3:16])[cH:17][cH:18][cH:19]1)[C:29]([NH:28][c:25]1[cH:24][cH:23][c:22]([O:21][CH3:20])[cH:27][cH:26]1)=[O:30]. The reactants are C1(CCCC1)C(=O)Cl (Cyclopentanecarbonyl chloride), C(C)(C)(C)OC(CN1C(=NC2=C1C=CC(=C2)NCC2=CC=CC=C2)CCC)=O ((5-benzylamino-2-propyl-benzoimidazol-1-yl)-acetic acid tert-butyl ester), CCN(C(C)C)C(C)C (DIEA). Reagents/catalysts: CN(C)C=1C=CN=CC1 (DMAP). The solvent is C(Cl)Cl (CH2Cl2), Cl (HCl). Run at time 8 hour. Yields the product C(C)(C)(C)OC(CN1C(=NC2=C1C=CC(=C2)N(C(=O)C2CCCC2)CC2=CC=CC=C2)CCC)=O ([5-(Benzyl-cyclopentanecarbonyl-amino)-2-propyl-benzoimidazol-1-yl]-acetic acid tert-butyl ester). As a reaction SMILES: [CH:1]1([C:6](Cl)=[O:7])[CH2:5][CH2:4][CH2:3][CH2:2]1.[C:9]([O:13][C:14](=[O:36])[CH2:15][N:16]1[C:20]2[CH:21]=[CH:22][C:23]([NH:25][CH2:26][C:27]3[CH:32]=[CH:31][CH:30]=[CH:29][CH:28]=3)=[CH:24][C:19]=2[N:18]=[C:17]1[CH2:33][CH2:34][CH3:35])([CH3:12])([CH3:11])[CH3:10].CCN(C(C)C)C(C)C>CN(C1C=CN=CC=1)C.C(Cl)Cl.Cl>[C:9]([O:13][C:14](=[O:36])[CH2:15][N:16]1[C:20]2[CH:21]=[CH:22][C:23]([N:25]([CH2:26][C:27]3[CH:28]=[CH:29][CH:30]=[CH:31][CH:32]=3)[C:6]([CH:1]3[CH2:5][CH2:4][CH2:3][CH2:2]3)=[O:7])=[CH:24][C:19]=2[N:18]=[C:17]1[CH2:33][CH2:34][CH3:35])([CH3:12])([CH3:11])[CH3:10]. Reported procedure: Cyclopentanecarbonyl chloride (43 μL, 0.36 mmol) was added to a solution of (5-benzylamino-2-propyl-benzoimidazol-1-yl)-acetic acid tert-butyl ester (45 mg, 0.12 mmol), DIEA (41 μL, 0.24 mmol) and DMAP (15 mg, 0.12 mmol) in CH2Cl2 (1 mL), and stirred overnight at room temperature. The reaction solution was diluted with aqueous HCl (1.0 M) and filtered through an Extrelut column. The Extrelut column was washed with CH2Cl2, and the filtrate was concentrated to afford the subtitle compound that was... The reactants are [Cl-].[NH4+] (ammonium chloride), CC(C)([O-])C.[K+] (potassium t-butoxide), C(C)(=O)Cl (acetyl chloride), C(C1=CC=CC=C1)OC=1C=C(C(=O)NC2=C(C=CC=C2)S(=O)(=O)N)C=CC1 (2-(3-benzyloxybenzamido)benzenesulfonamide). Solvent: O1CCCC1 (tetrahydrofuran). Reaction conditions: time 1 hour. The product is C(C1=CC=CC=C1)OC=1C=C(C(=O)NC2=C(C=CC=C2)S(=O)(=O)NC(C)=O)C=CC1 (N-[2-(3-Benzyloxybenzamido)benzenesulfonyl]acetamide). Yield: 36.2%. RXN SMILES: [CH3:1][C:2](C)([O-:4])C.[K+].[CH2:7]([O:14][C:15]1[CH:16]=[C:17]([CH:31]=[CH:32][CH:33]=1)[C:18]([NH:20][C:21]1[CH:26]=[CH:25][CH:24]=[CH:23][C:22]=1[S:27]([NH2:30])(=[O:29])=[O:28])=[O:19])[C:8]1[CH:13]=[CH:12][CH:11]=[CH:10][CH:9]=1.C(Cl)(=O)C.[Cl-].[NH4+]>O1CCCC1>[CH2:7]([O:14][C:15]1[CH:16]=[C:17]([CH:31]=[CH:32][CH:33]=1)[C:18]([NH:20][C:21]1[CH:26]=[CH:25][CH:24]=[CH:23][C:22]=1[S:27]([NH:30][C:2](=[O:4])[CH3:1])(=[O:29])=[O:28])=[O:19])[C:8]1[CH:9]=[CH:10][CH:11]=[CH:12][CH:13]=1 |f:0.1,4.5|. Reported procedure: In a stream of nitrogen and under ice-cooling, 162 mg (1.44 mmol) of potassium t-butoxide was added to an anhydrous tetrahydrofuran (10 ml) solution containing 400 mg (1.04 mmol) of 2-(3-benzyloxybenzamido)benzenesulfonamide produced in Reference Example 1, and the mixture was stirred for 1 hour. This solution was mixed with 121 mg (1.54 mmol) of acetyl chloride and stirred at room temperature for 3 hours. After completion of the reaction, this was neutralized by adding an ammonium chloride aque... The reactants are BrCC(=O)C1=CC(=CC=C1)O (2-bromo-3′-hydroxyacetophenone), NC1=NC=C(C=C1)I (2-amino-5-iodopyridine). The solvent is C(C)#N (acetonitrile). Conditions: temperature 110 celsius. The product is OC=1C=C(C=CC1)C=1N=C2N(C=C(C=C2)I)C1 (2-(3′-hydroxyphenyl)-6-iodoimidazo[1,2-a]pyridine). Isolated yield 60.7%. RXN SMILES: Br[CH2:2][C:3]([C:5]1[CH:10]=[CH:9][CH:8]=[C:7]([OH:11])[CH:6]=1)=O.[NH2:12][C:13]1[CH:18]=[CH:17][C:16]([I:19])=[CH:15][N:14]=1>C(#N)C>[OH:11][C:7]1[CH:6]=[C:5]([C:3]2[N:12]=[C:13]3[CH:18]=[CH:17][C:16]([I:19])=[CH:15][N:14]3[CH:2]=2)[CH:10]=[CH:9][CH:8]=1. Procedure: 987 mg (corresponding to 4.55 mmol) of 2-bromo-3′-hydroxyacetophenone and 1.00 g (corresponding to 4.55 mmol) of 2-amino-5-iodopyridine were dissolved in 50 mL of acetonitrile. The resulting solution was heated under reflux in an oil bath at 110° C. for 2 hours. After the completion of the reaction, the reaction solution was cooled down to room temperature, and precipitates were filtered and recovered. The precipitates were washed with acetonitrile and dried under reduced pressure. The resulting...